This data is from the Open Reaction Database (ORD), a public repository of structured organic reaction records. The task is: describe an organic reaction: reactants, conditions, products, and yield The reactants are ClCCC(CCCl)=O (1,5-dichloropentan-3-one), FC(C(=O)O)(F)F (trifluoroacetic acid), FC(C(=O)[O-])(F)F.[Na+] (sodium trifluoroacetate). Run at temperature 75 celsius. Product: FC(C(=O)OCCC(CCOC(C(F)(F)F)=O)=O)(F)F (1,5-bis(trifluoroacetoxy)pentan-3-one). As a reaction SMILES: Cl[CH2:2][CH2:3][C:4](=[O:8])[CH2:5][CH2:6]Cl.[F:9][C:10]([F:15])([F:14])[C:11]([OH:13])=[O:12].[F:16][C:17]([F:22])([F:21])[C:18]([O-:20])=[O:19].[Na+]>>[F:9][C:10]([F:15])([F:14])[C:11]([O:13][CH2:2][CH2:3][C:4](=[O:8])[CH2:5][CH2:6][O:20][C:18](=[O:19])[C:17]([F:22])([F:21])[F:16])=[O:12] |f:2.3|. Procedure: A mixture of 17.85 g of 1,5-dichloropentan-3-one, 92 mL of trifluoroacetic acid, and 34.55 g of sodium trifluoroacetate was stirred and heated at 75° C. for 64 hours. The mixture was allowed to cool to room temperature, was poured over crushed ice, and a product of 1,5-bis(trifluoroacetoxy)pentan-3-one was extracted with dichloromethane. After drying with MgSO4, filtering, and removal of the solvent, 24.4 g of crude 1,5-bis(trifluoroacetoxy)pentan-3-one product was obtained. Analysis of the 1,5-... Reactants: COC1=CC=C(C=C1)C1=CC(=NN1)C1=C(C=CC=C1)C(=O)OC (5-(4-methoxyphenyl)-3-(2-carbomethoxyphenyl)pyrazole), C(C)(=O)OC(C)=O (acetic anhydride), ice water. The solvent is N1=CC=CC=C1 (pyridine). Conditions: time 8 hour. Yields the product C(C)(=O)N1N=C(C=C1C1=CC=C(C=C1)OC)C1=C(C=CC=C1)C(=O)OC (1-acetyl-3-(2-carbomethoxyphenyl)-5-(4-methoxyphenyl)pyrazole). As a reaction SMILES: [CH3:1][O:2][C:3]1[CH:8]=[CH:7][C:6]([C:9]2[NH:13][N:12]=[C:11]([C:14]3[CH:19]=[CH:18][CH:17]=[CH:16][C:15]=3[C:20]([O:22][CH3:23])=[O:21])[CH:10]=2)=[CH:5][CH:4]=1.[C:24](OC(=O)C)(=[O:26])[CH3:25]>N1C=CC=CC=1>[C:24]([N:13]1[C:9]([C:6]2[CH:5]=[CH:4][C:3]([O:2][CH3:1])=[CH:8][CH:7]=2)=[CH:10][C:11]([C:14]2[CH:19]=[CH:18][CH:17]=[CH:16][C:15]=2[C:20]([O:22][CH3:23])=[O:21])=[N:12]1)(=[O:26])[CH3:25]. Reported procedure: A mixture of 5.0 g of 5-(4-methoxyphenyl)-3-(2-carbomethoxyphenyl)pyrazole, 3.5 g of acetic anhydride, and 25 ml of pyridine was allowed to stir overnight at 25°. The mixture was poured into 100 ml of ice water, and the product was extracted with benzene. Recrystallization from hexane-ethyl acetate (2:1) gave 1-acetyl-3-(2-carbomethoxyphenyl)-5-(4-methoxyphenyl)pyrazole, mp 119°-121°. Starting materials: CCO, CCCCC(NC(=O)C(CC(C)C)NC(=O)OCc1ccccc1)C(=O)OC. The product is CCCCC(NC(=O)C(N)CC(C)C)C(=O)OC. As a reaction SMILES: [CH2:29]([OH:30])[CH3:31].[CH3:1][O:2][C:3]([CH:4]([NH:5][C:6]([CH:7]([NH:8][C:9]([O:10][CH2:11][c:12]1[cH:13][cH:14][cH:15][cH:16][cH:17]1)=[O:18])[CH2:19][CH:20]([CH3:21])[CH3:22])=[O:23])[CH2:24][CH2:25][CH2:26][CH3:27])=[O:28]>>[CH3:1][O:2][C:3]([CH:4]([NH:5][C:6]([CH:7]([NH2:8])[CH2:19][CH:20]([CH3:21])[CH3:22])=[O:23])[CH2:24][CH2:25][CH2:26][CH3:27])=[O:28]. The reactants are Cl.Cl.Cl.NCCCNCCCCNC(C(O)NC(C=CCCCCNC(=N)N)=O)=O (N-[4-(3-aminopropyl)aminobutyl]-2-(7-guanidino-2-heptenamido)-2-hydroxyethanamide trihydrochloride), Cl.N(C(=N)N)CCCCC=CC(=O)N (7-guanidino-2-heptenamide hydrochloride), Cl.Cl.NCCCNCCCCNC(C(O)O)=O (N-[4-(3-aminopropyl)aminobutyl]-2,2-dihydroxyethanamide dihydrochloride), C(CCCC(=O)O)(=O)O (glutaric acid). The solvent is O (water). Conditions: temperature 60 celsius. Product: NCCCNCCCCNC(C(O)NC(C=CCCCCNC(=N)N)=O)=O (N-[4-(3-aminopropyl)aminobutyl]-2-(7-guanidino-2-heptenamido)-2-hydroxyethanamide). Yield: 46.5%. RXN SMILES: Cl.N(CCCCC=CC(N)=O)C(N)=N.Cl.Cl.NCCCNCCCCNC(=O)C(O)O.C(O)(=O)CCCC(O)=O.Cl.Cl.Cl.[NH2:44][CH2:45][CH2:46][CH2:47][NH:48][CH2:49][CH2:50][CH2:51][CH2:52][NH:53][C:54](=[O:70])[CH:55]([NH:57][C:58](=[O:69])[CH:59]=[CH:60][CH2:61][CH2:62][CH2:63][CH2:64][NH:65][C:66]([NH2:68])=[NH:67])[OH:56]>O>[NH2:44][CH2:45][CH2:46][CH2:47][NH:48][CH2:49][CH2:50][CH2:51][CH2:52][NH:53][C:54](=[O:70])[CH:55]([NH:57][C:58](=[O:69])[CH:59]=[CH:60][CH2:61][CH2:62][CH2:63][CH2:64][NH:65][C:66]([NH2:68])=[NH:67])[OH:56] |f:0.1,2.3.4,6.7.8.9|. Procedure details: A mixture of 234.5 mg (1.06 mmoles) of 7-guanidino-2-heptenamide hydrochloride, 372.3 mg (1.27 mmoles) of N-[4-(3-aminopropyl)aminobutyl]-2,2-dihydroxyethanamide dihydrochloride, 140.4 mg (1.06 mmoles) of glutaric acid and 0.2 ml of water was heated at 60° C. for 24 hours. After completion of the reaction, the reaction mixture was purified in a manner similar to that in Example 1 using CM-Sephadex® C-25 (Na-type) and Sephadex® LH-20 to obtain 244.6 mg (46.5% yield) of a white powder of N-[4-(3-a...